Dataset: the Open Reaction Database (ORD), a public repository of structured organic reaction records. Task: describe an organic reaction: reactants, conditions, products, and yield Starting materials: O (water), C(#N)CC(=N)N (2-cyanoacetamidine), Cl.C(#N)CC(OCC)=N (ethyl 2-cyanoacetimidate hydrochloride), BrC(C(=O)C1=C(C=CC=C1)F)C (2-bromo-2′-fluoropropiophenone). Solvent: C(C)O (ethanol). Product: NC=1NC(=C(C1C#N)C)C1=C(C=CC=C1)F (2-Amino-3-cyano-4-methyl-5-(2-fluorophenyl)pyrrole). Reaction SMILES: [C:1]([CH2:3][C:4]([NH2:6])=[NH:5])#[N:2].Cl.C(CC(=N)OCC)#N.Br[CH:17]([CH3:27])[C:18]([C:20]1[CH:25]=[CH:24][CH:23]=[CH:22][C:21]=1[F:26])=O.O>C(O)C>[NH2:5][C:4]1[NH:6][C:18]([C:20]2[CH:25]=[CH:24][CH:23]=[CH:22][C:21]=2[F:26])=[C:17]([CH3:27])[C:3]=1[C:1]#[N:2] |f:1.2|. Procedure details: To an ethanolic solution of 2-cyanoacetamidine prepared from 10 g of ethyl 2-cyanoacetimidate hydrochloride as in Reference Example 2 was added a solution of 2-bromo-2′-fluoropropiophenone (7.6 g) in ethanol dropwise under ice-cooling with stirring, and the mixture was then stirred at room temperature overnight. This reaction mixture was poured into iced water (500 g) and the resulting crystals were collected by filtration. The crude crystal crop was washed well with n-hexane, air-dried, and pur... Reaction SMILES: [CH3:1][C:2]1([CH3:19])[O:3][C:4](=[O:18])[CH:5]([CH2:7][C:8]([CH2:9][C:10](=[O:11])[O:12][C:13]([CH3:14])([CH3:15])[CH3:16])=[O:17])[O:6]1.[CH3:21][c:22]1[cH:23][cH:24][cH:25][cH:26][cH:27]1.[ClH:20]>>[CH3:1][CH:2]([O:3][C:4]([CH:5]([OH:6])[CH2:7][C:8]([CH2:9][C:10](=[O:11])[O:12][C:13]([CH3:14])([CH3:15])[CH3:16])=[O:17])=[O:18])[CH3:19]. Starting materials: CC(C)(C)OC(=O)CC(=O)CC1OC(C)(C)OC1=O, Cc1ccccc1, Cl. Yields the product CC(C)OC(=O)C(O)CC(=O)CC(=O)OC(C)(C)C. Reactants: CCCCCBr, Cn1nnc2cc(CCl)ccc21, O=C1Nc2ccccc2C12COc1cc3c(cc12)OCCO3, O=C1Nc2ccccc2C12COc1cc3c(cc12)OCCO3. Product: Cn1nnc2cc(CN3C(=O)C4(COc5cc6c(cc54)OCCO6)c4ccccc43)ccc21. As a reaction SMILES: [Br:57][CH2:58][CH2:59][CH2:60][CH2:61][CH3:62].[Cl:45][CH2:46][c:47]1[cH:48][c:49]2[c:50]([n:51]([CH3:54])[n:52][n:53]2)[cH:55][cH:56]1.[NH:1]1[C:2](=[O:22])[C:3]2([CH2:4][O:5][c:6]3[cH:7][c:8]4[c:9]([cH:14][c:15]32)[O:10][CH2:11][CH2:12][O:13]4)[c:16]2[cH:17][cH:18][cH:19][cH:20][c:21]21.[NH:23]1[c:24]2[c:25]([cH:26][cH:27][cH:28][cH:29]2)[C:30]2([c:31]3[c:32]([cH:33][c:34]4[c:39]([cH:40]3)[O:38][CH2:37][CH2:36][O:35]4)[O:41][CH2:42]2)[C:43]1=[O:44]>>[N:1]1([CH2:46][c:47]2[cH:48][c:49]3[c:50]([n:51]([CH3:54])[n:52][n:53]3)[cH:55][cH:56]2)[C:2](=[O:22])[C:3]2([CH2:4][O:5][c:6]3[cH:7][c:8]4[c:9]([cH:14][c:15]32)[O:10][CH2:11][CH2:12][O:13]4)[c:16]2[cH:17][cH:18][cH:19][cH:20][c:21]21. Starting materials: Br.C(C1=CC=CC=C1)N(C)CC1C(C2=CC=CC=C2C1)=O (2,3-dihydro-2-(N-benzyl-N-methyl-aminomethyl)-1H-inden-1-one hydrobromide), ice, [OH-].[Na+] (sodium hydroxide), solution, CCC([BH-](C(CC)C)C(CC)C)C.[Li+] (L-Selectride). Solvent: O1CCCC1 (tetrahydrofuran). Conditions: time 1.5 hour. Yields the product C(C1=CC=CC=C1)N(C)C[C@@H]1[C@@H](C2=CC=CC=C2C1)O (CIS-2,3-Dihydro-2-(N-benzyl-N-methyl-aminomethyl)-inden-1-ol). Isolated yield 66.6%. Reaction SMILES: Br.[CH2:2]([N:9]([CH2:11][CH:12]1[CH2:20][C:19]2[C:14](=[CH:15][CH:16]=[CH:17][CH:18]=2)[C:13]1=[O:21])[CH3:10])[C:3]1[CH:8]=[CH:7][CH:6]=[CH:5][CH:4]=1.CCC(C)[BH-](C(C)CC)C(C)CC.[Li+].[OH-].[Na+]>O1CCCC1>[CH2:2]([N:9]([CH2:11][C@H:12]1[CH2:20][C:19]2[C:14](=[CH:15][CH:16]=[CH:17][CH:18]=2)[C@H:13]1[OH:21])[CH3:10])[C:3]1[CH:4]=[CH:5][CH:6]=[CH:7][CH:8]=1 |f:0.1,2.3,4.5|. Reported procedure: To an ice-cooled suspension of 3.46 g (0.01M) of 2,3-dihydro-2-(N-benzyl-N-methyl-aminomethyl)-1H-inden-1-one hydrobromide in 50 ml of dry tetrahydrofuran add 25 ml of 1M solution of L-Selectride®. Stir the mixture for 1.5 hours and decompose with 5 ml of 10% sodium hydroxide solution. Evaporate the solvent at reduced pressure and distribute the residue between ether and water. Separate the ether layer and extract with dilute hydrochloric acid. Basify the acid extract to yield an oil. Extract th... Starting materials: CCCCCCCCCCOc1cnc(-c2ccc(C=CCCCC(C)OC(C)=O)cc2)nc1, ClC(Cl)Cl, O=P([O-])([O-])[O-]. Product: CCCCCCCCCCOc1cnc(-c2ccc(C=CCCCC(C)O)cc2)nc1. Reaction SMILES: [CH2:1]([CH2:2][CH2:3][CH2:4][CH2:5][CH2:6][CH2:7][CH2:8][CH2:9][CH3:10])[O:11][c:12]1[cH:13][n:14][c:15](-[c:18]2[cH:19][cH:20][c:21]([CH:24]=[CH:25][CH2:26][CH2:27][CH2:28][CH:29]([CH3:30])[O:31][C:32](=[O:33])[CH3:34])[cH:22][cH:23]2)[n:16][cH:17]1.[CH:40]([Cl:41])([Cl:42])[Cl:43].[O-:35][P:36](=[O:37])([O-:38])[O-:39]>>[CH2:1]([CH2:2][CH2:3][CH2:4][CH2:5][CH2:6][CH2:7][CH2:8][CH2:9][CH3:10])[O:11][c:12]1[cH:13][n:14][c:15](-[c:18]2[cH:19][cH:20][c:21]([CH:24]=[CH:25][CH2:26][CH2:27][CH2:28][CH:29]([CH3:30])[OH:31])[cH:22][cH:23]2)[n:16][cH:17]1. The reactants are OC1=C(C=C(C=C1)C1=CC=C(C=C1)O)C(=O)O (4,4′-dihydroxy-3-biphenylcarboxylic acid), N12CCCCCC2=NCCC1 (1,8-diaza-bicyclo[5.4.0]undec-7-ene), BrCCCC#N (4-bromobutyronitrile), CN(C=O)C (N,N-dimethylformamide). Solvent: O (water). Reaction conditions: temperature 75 celsius. Product: C(#N)CCCOC(=O)C=1C=C(C=CC1O)C1=CC=C(C=C1)O (3-cyanopropyl-4,4′-dihydroxy-3-biphenylcarboxylate). Isolated yield 70.6%. RXN SMILES: [OH:1][C:2]1[CH:7]=[CH:6][C:5]([C:8]2[CH:13]=[CH:12][C:11]([OH:14])=[CH:10][CH:9]=2)=[CH:4][C:3]=1[C:15]([OH:17])=[O:16].[N:18]12CCCN=C1C[CH2:22][CH2:21][CH2:20][CH2:19]2.BrCCCC#N.CN(C)C=O>O>[C:19]([CH2:20][CH2:21][CH2:22][O:16][C:15]([C:3]1[CH:4]=[C:5]([C:8]2[CH:9]=[CH:10][C:11]([OH:14])=[CH:12][CH:13]=2)[CH:6]=[CH:7][C:2]=1[OH:1])=[O:17])#[N:18]. Reported procedure: A mixture of 4,4′-dihydroxy-3-biphenylcarboxylic acid (2.3 g; 10 mmol), 1,8-diaza-bicyclo[5.4.0]undec-7-ene (1.7 g; 11.2 mmol), 4-bromobutyronitrile (1.7 g; 11.2 mmol) and N,N-dimethylformamide (40 ml) was heated at 75° C. for 4 h. The reaction mixture was cooled, poured into water (300 ml) and extracted with ethyl acetate (3×100 ml). The combined organic layers were washed with 1N-hydrochloric acid (150 ml) and with water (2×100 ml), dried over magnesium sulphate and filtered. The organic solve...